This data is from the Open Reaction Database (ORD), a public repository of structured organic reaction records. The task is: describe an organic reaction: reactants, conditions, products, and yield Starting materials: COC(CCC1(OC2=C3C(=C(C=C2CC1)O)C1CCC3CCC1)C)=O (3-(6-hydroxy-2-methyl-3,4,7,8,9,10-hexahydro-7,10-propano-2H-benzo[h]chromen-2-yl)-propionic acid methyl ester), [H-].[H-].[H-].[H-].[Li+].[Al+3] (LiAlH4). Run in C1CCOC1 (THF). Run at time 2 hour. The product is OCCCC1(OC2=C3C(=C(C=C2CC1)O)C1CCC3CCC1)C (2-(3-hydroxy-propyl)-2-methyl-3,4,7,8,9,10-hexahydro-7,10-propano-2H-benzo[h]chromen-6-ol). Isolated yield 87.6%. Reaction SMILES: C[O:2][C:3](=O)[CH2:4][CH2:5][C:6]1([CH3:24])[CH2:15][CH2:14][C:13]2[C:8](=[C:9]3[CH:20]4[CH2:21][CH2:22][CH2:23][CH:17]([CH2:18][CH2:19]4)[C:10]3=[C:11]([OH:16])[CH:12]=2)[O:7]1.[H-].[H-].[H-].[H-].[Li+].[Al+3]>C1COCC1>[OH:2][CH2:3][CH2:4][CH2:5][C:6]1([CH3:24])[CH2:15][CH2:14][C:13]2[C:8](=[C:9]3[CH:20]4[CH2:21][CH2:22][CH2:23][CH:17]([CH2:18][CH2:19]4)[C:10]3=[C:11]([OH:16])[CH:12]=2)[O:7]1 |f:1.2.3.4.5.6|. Reported procedure: To a solution of 3-(6-hydroxy-2-methyl-3,4,7,8,9,10-hexahydro-7,10-propano-2H-benzo[h]chromen-2-yl)-propionic acid methyl ester (212 mg, 0.61 mmol) in 50 mL dry THF was added LiAlH4 in 8 portions over a period of 20 min. The reaction was stirred for 2 h and quenched onto ice (80 g). The mixture was extracted with EtOAc (3×50 mL) and combined organic layers were dried over Na2SO4 and concentrated. The crude product was chromatographed (hexane/EtOAc=6:1) to yield 2-(3-hydroxy-propyl)-2-methyl-3,4,... The reactants are O.NN (hydrazine monohydrate), FC1=CC=C(C=C1)C=1C=CC(=NC1)N1CCC(CC1)CCN1C(C2=CC=CC=C2C1=O)=O (2-{2-[5′-(4-fluorophenyl)-3,4,5,6-tetrahydro-2H-[1,2′]bipyridinyl-4-yl]ethyl}-isoindole-1,3-dione). Run in C(C)O (ethanol). Product: FC1=CC=C(C=C1)C=1C=CC(=NC1)N1CCC(CC1)CCN (2-[5′-(4-Fluorophenyl)-3,4,5,6-tetrahydro-2H-[1,2′]bipyridinyl-4-yl]ethylamine). RXN SMILES: [F:1][C:2]1[CH:7]=[CH:6][C:5]([C:8]2[CH:9]=[CH:10][C:11]([N:14]3[CH2:19][CH2:18][CH:17]([CH2:20][CH2:21][N:22]4C(=O)C5C(=CC=CC=5)C4=O)[CH2:16][CH2:15]3)=[N:12][CH:13]=2)=[CH:4][CH:3]=1.O.NN>C(O)C>[F:1][C:2]1[CH:3]=[CH:4][C:5]([C:8]2[CH:9]=[CH:10][C:11]([N:14]3[CH2:15][CH2:16][CH:17]([CH2:20][CH2:21][NH2:22])[CH2:18][CH2:19]3)=[N:12][CH:13]=2)=[CH:6][CH:7]=1 |f:1.2|. Procedure: To a solution of 1.3 g (3.03 mmol) of 2-{2-[5′-(4-fluorophenyl)-3,4,5,6-tetrahydro-2H-[1,2′]bipyridinyl-4-yl]ethyl}-isoindole-1,3-dione, prepared in step 1.3. in 30 mL of ethanol is added slowly at room temperature 0.485 g (15.13 mmol) of hydrazine monohydrate. The reaction mixture is then refluxed for 3 hours. The reactants are ClC1=C(C2=C(CCN(CC2)C(C(F)(F)F)=O)C=C1)OS(=O)(=O)C(F)(F)F (7-chloro-3-(2,2,2-trifluoroacetyl)-6-trifluoromethanesulfonyloxy-2,3,4,5-tetrahydro-1H-benzo[d]azepine), NCC1=NC=C(C=C1)C=1N=C(SC1)NCC1CC1 (2-aminomethyl-5-(2-cyclopropylmethylamino-thiazol-4-yl)-pyridine). Solvent: C1(=CC=CC=C1)C (toluene). Yields the product ClC1=C(C2=C(CCN(CC2)C(C(F)(F)F)=O)C=C1)NCC1=NC=C(C=C1)C=1N=C(SC1)NCC1CC1 (7-chloro-6-{[5-(2-cyclopropylmethylamino-thiazol-4-yl)-pyridin-2-ylmethyl]-amino}-3-(2,2,2-trifluoroacetyl)-2,3,4,5-tetrahydro-1H-benzo[d]azepine). Yield: 30.3%. RXN SMILES: [Cl:1][C:2]1[CH:18]=[CH:17][C:5]2[CH2:6][CH2:7][N:8]([C:11](=[O:16])[C:12]([F:15])([F:14])[F:13])[CH2:9][CH2:10][C:4]=2[C:3]=1OS(C(F)(F)F)(=O)=O.[NH2:27][CH2:28][C:29]1[CH:34]=[CH:33][C:32]([C:35]2[N:36]=[C:37]([NH:40][CH2:41][CH:42]3[CH2:44][CH2:43]3)[S:38][CH:39]=2)=[CH:31][N:30]=1>C1(C)C=CC=CC=1>[Cl:1][C:2]1[CH:18]=[CH:17][C:5]2[CH2:6][CH2:7][N:8]([C:11](=[O:16])[C:12]([F:15])([F:14])[F:13])[CH2:9][CH2:10][C:4]=2[C:3]=1[NH:27][CH2:28][C:29]1[CH:34]=[CH:33][C:32]([C:35]2[N:36]=[C:37]([NH:40][CH2:41][CH:42]3[CH2:44][CH2:43]3)[S:38][CH:39]=2)=[CH:31][N:30]=1. Procedure: Use a method similar to the General Procedure 1-2 to couple 7-chloro-3-(2,2,2-trifluoroacetyl)-6-trifluoromethanesulfonyloxy-2,3,4,5-tetrahydro-1H-benzo[d]azepine (316 mg, 0.74 mmol) with 2-aminomethyl-5-(2-cyclopropylmethylamino-thiazol-4-yl)-pyridine (290 mg, 1.11 mmol) in toluene (8 mL). Filter the crude mixture over Celite®, followed by activated charcoal and wash with dichloromethane. Concentrate the filtrate in vacuo and purify the crude mixture by chromatography on silica gel (12 g) eluti... The reactants are C(C)(C)(C)OC(=O)N1CCC(=CC1)C1=COC2=C1C=CC=C2OC (4-(7-methoxy-benzofuran-3-yl)-3,6-dihydro-2H-pyridine-1-carboxylic acid tert-butyl ester), C(=O)(C(F)(F)F)O (TFA). Run in C(Cl)Cl (methylene chloride), C(Cl)Cl (methylene chloride), C(Cl)Cl (methylene chloride). Reaction conditions: time 1 hour. Yields the product COC1=CC=CC=2C(=COC21)C=2CCNCC2 (4-(7-Methoxy-benzofuran-3-yl)-1,2,3,6-tetrahydro-pyridine). The yield is 87.2%. As a reaction SMILES: C(OC([N:8]1[CH2:13][CH:12]=[C:11]([C:14]2[C:18]3[CH:19]=[CH:20][CH:21]=[C:22]([O:23][CH3:24])[C:17]=3[O:16][CH:15]=2)[CH2:10][CH2:9]1)=O)(C)(C)C.C(O)(C(F)(F)F)=O>C(Cl)Cl>[CH3:24][O:23][C:22]1[C:17]2[O:16][CH:15]=[C:14]([C:11]3[CH2:12][CH2:13][NH:8][CH2:9][CH:10]=3)[C:18]=2[CH:19]=[CH:20][CH:21]=1. Procedure details: To a solution of 4-(7-methoxy-benzofuran-3-yl)-3,6-dihydro-2H-pyridine-1-carboxylic acid tert-butyl ester (0.50 g, 1.5 mmol) in methylene chloride (10 mL), was added dropwise a solution of TFA (1 mL) in methylene chloride (5 mL). The reaction was stirred at room temperature for one hour, then was diluted with 250 mL of methylene chloride, washed with 1N NaOH (100 mL) and with saturated brine, dried over magnesium sulfate, filtered and concentrated in vacuum to give 0.30 g of the title compound. ... Starting materials: ice, NC1CCC(CC1)C(=O)O (4-aminocyclohexanecarboxylic acid), S(=O)(Cl)Cl (thionyl chloride), C(C)O (ethanol). Reaction conditions: temperature 80 celsius. Product: NC1CCC(CC1)C(=O)OCC (Ethyl 4-aminocyclohexanecarboxylate). As a reaction SMILES: [NH2:1][CH:2]1[CH2:7][CH2:6][CH:5]([C:8]([OH:10])=[O:9])[CH2:4][CH2:3]1.S(Cl)(Cl)=O.[CH2:15](O)[CH3:16]>>[NH2:1][CH:2]1[CH2:7][CH2:6][CH:5]([C:8]([O:10][CH2:15][CH3:16])=[O:9])[CH2:4][CH2:3]1. Reported procedure: To an ice-cold solution of 4-aminocyclohexanecarboxylic acid (5.0 g, 34.92 mmol) in ethanol (20 mL) was added thionyl chloride (7.60 ml, 104.76 mmol) and the mixture heated up to 80° C. for 2-3 h. After the completion of reaction (by TLC), the solvent was evaporated under reduced pressure to give the desired product in quantitative yield. Yield: 99.1%. Run in CCOC(=O)C (EtOAc), C1(=CC=CC=C1)C (toluene). The reagents and catalysts are S(=O)(=O)(C1=CC=C(C)C=C1)O.O (TsOH—H2O). As a reaction SMILES: [I:1][C:2]1[CH:7]=[CH:6][C:5]([C:8](=[O:10])[CH3:9])=[CH:4][CH:3]=1.[CH2:11](O)[CH2:12][OH:13]>C1(C)C=CC=CC=1.CCOC(C)=O.S(O)(C1C=CC(C)=CC=1)(=O)=O.O>[I:1][C:2]1[CH:7]=[CH:6][C:5]([C:8]2([CH3:9])[O:13][CH2:12][CH2:11][O:10]2)=[CH:4][CH:3]=1 |f:4.5|. Reactants: IC1=CC=C(C=C1)C(C)=O (1-(4-Iodophenyl)ethanone), C(CO)O (ethylene glycol). Product: IC1=CC=C(C=C1)C1(OCCO1)C (2-(4-iodophenyl)-2-methyl-1,3-dioxolane). Reported procedure: 1-(4-Iodophenyl)ethanone (15.0 g, 61 mmol) and ethylene glycol (7.17 g, 122 mmol) in toluene (120 mL) were treated with TsOH—H2O (0.290 g, 1.52 mmol). The flask was equipped with a Dean-Stark apparatus and condenser and heated to reflux for about 4 h. The mixture was cooled and concentrated under reduced pressure to give a material. The material was dissolved in EtOAc (120 mL) then washed with saturated aqueous NaHCO3 (25 mL) then saturated aqueous NaCl (30 mL). The organic layer was dried over ...